Dataset: the Open Reaction Database (ORD), a public repository of structured organic reaction records. Task: describe an organic reaction: reactants, conditions, products, and yield Starting materials: FC1=CC=C(C(=O)Cl)C=C1 (4-fluorobenzoyl chloride), [Cl-].[Cl-].[Cl-].[Al+3] (aluminium trichloride), Cl (hydrogen chloride), S1C=CC=C1 (thiophene). Run in ClC1=CC=CC=C1 (chlorobenzene), ClC1=CC=CC=C1 (chlorobenzene). Conditions: temperature 80 celsius, time 1 hour. Yields the product FC1=CC=C(CC=2SC=CC2)C=C1 (2-(4-Fluorobenzyl)thiophene). The yield is 71.6%. As a reaction SMILES: [Cl-].[Cl-].[Cl-].[Al+3].[F:5][C:6]1[CH:14]=[CH:13][C:9]([C:10](Cl)=O)=[CH:8][CH:7]=1.[S:15]1[CH:19]=[CH:18][CH:17]=[CH:16]1.Cl>ClC1C=CC=CC=1>[F:5][C:6]1[CH:14]=[CH:13][C:9]([CH2:10][C:16]2[S:15][CH:19]=[CH:18][CH:17]=2)=[CH:8][CH:7]=1 |f:0.1.2.3|. Procedure: 33.8 g of aluminium trichloride were suspended in 217 g of chlorobenzene, and a solution of 40.3 g of 4-fluorobenzoyl chloride in 37.4 g of chlorobenzene was added dropwise to this at 0° C. over the course of 15 minutes. The mixture was then stirred for 1 hour and then, at 0° C., 21.8 g of thiophene were added dropwise over the course of 20 minutes. The resulting hydrogen chloride was drawn off and absorbed in sodium hydroxide solution. The mixture was subsequently heated to 80° C. and the remai... Yield: 94.5%. RXN SMILES: [CH3:1][C:2]1[CH:10]=[CH:9][CH:8]=[CH:7][C:3]=1[C:4]([OH:6])=O.[CH2:11]([O:13][C:14]1[CH:20]=[CH:19][CH:18]=[CH:17][C:15]=1[NH2:16])[CH3:12].O=P12OP3(OP(OP(O3)(O1)=O)(=O)O2)=O>CC(C)=O>[CH2:11]([O:13][C:14]1[CH:20]=[CH:19][CH:18]=[CH:17][C:15]=1[NH:16][C:4](=[O:6])[C:3]1[CH:7]=[CH:8][CH:9]=[CH:10][C:2]=1[CH3:1])[CH3:12]. Product: C(C)OC1=C(NC(C2=C(C=CC=C2)C)=O)C=CC=C1 (2'-ethoxy-2-methylbenzanilide). Solvent: CC(=O)C (acetone). Reactants: CC1=C(C(=O)O)C=CC=C1 (o-methylbenzoic acid), C(C)OC1=C(N)C=CC=C1 (o-ethoxyaniline), O=P12OP3(=O)OP(=O)(O1)OP(=O)(O2)O3 (phosphorus pentoxide). Reported procedure: A 13.6 g (0.1 mol) portion of o-methylbenzoic acid and 13.7 g of o-ethoxyaniline were dissolved in 200 ml of acetone. A 4.7 g (0.033 mol) amount of phosphorus pentoxide was gradually added to the prepared solution at 30° - 40° C. After the addition, the reaction mixture was refluxed for 3 hours with stirring. The acetone was removed and the residual product was poured into water and was extracted with toluene. The toluene layer was dried over anhydrous sodium sulfate and the toluene was removed ... Reactants: C(#N)C1=C(C(=O)Cl)C=CC=C1 (2-cyanobenzoylchloride), CN(N)C(=S)NC1=CC=CC=C1 (2-methyl-4-phenylthiosemicarbazide), O (water), N1=CC=CC=C1 (pyridine). The solvent is C(OC)COC (dimethoxyethane), C(OC)COC (dimethoxyethane). Reaction conditions: time 8 hour. The product is N=C1N(C(C2=CC=CC=C12)=O)N(C(=S)NC1=CC=CC=C1)C (3-Imino-2-(1-methyl-3-phenylthioureido)isoindolin-1-one). Yield: 166.9%. RXN SMILES: [C:1]([C:3]1[CH:11]=[CH:10][CH:9]=[CH:8][C:4]=1[C:5](Cl)=[O:6])#[N:2].[CH3:12][N:13]([C:15]([NH:17][C:18]1[CH:23]=[CH:22][CH:21]=[CH:20][CH:19]=1)=[S:16])[NH2:14].N1C=CC=CC=1.O>C(COC)OC>[NH:2]=[C:1]1[C:3]2[C:4](=[CH:8][CH:9]=[CH:10][CH:11]=2)[C:5](=[O:6])[N:14]1[N:13]([CH3:12])[C:15]([NH:17][C:18]1[CH:19]=[CH:20][CH:21]=[CH:22][CH:23]=1)=[S:16]. Procedure: A solution of crude 2-cyanobenzoylchloride (2.2 g; 0.013 mole) in 20 ml of dimethoxyethane was added dropwise to a solution of 2-methyl-4-phenylthiosemicarbazide 0.35 g; 0.013 mole) and pyridine (1.1 g; 0.013 mole) in 35 ml of dimethoxyethane. The resulting red solution was allowed to stir at room temperature overnight. The reaction mixture was poured into a large volume of water to give a reddish gummy precipitate. The water was decanted and the gummy material dissolved in a small amount of eth... The product is FC(OC1=CC(=CC2=C1OC(C(N2)=O)C)CN2CCN(CC2)C2=C(C=C(C(=O)NC)C=C2)C)F (4-(4-((8-(Difluoromethoxy)-2-methyl-3-oxo-3,4-dihydro-2H-benzo[b][1,4]oxazin-6-yl)methyl)piperazin-1-yl)-N,3-dimethylbenzamide). Reactants: FC(OC1=CC(=CC2=C1OC(C(N2)=O)C)C=O)F (8-(Difluoromethoxy)-2-methyl-3-oxo-3,4-dihydro-2H-benzo[b][1,4]oxazine-6-carbaldehyde), CNC(C1=CC(=C(C=C1)N1CCNCC1)C)=O (N,3-Dimethyl-4-(piperazin-1-yl)benzamide). Reported procedure: Using 403A and N,3-dimethyl-4-(piperazin-1-yl)benzamide 298 in the general procedure for reductive aminations, the title compound was obtained as a white solid: 1H NMR (400 MHz, DMSO-d6) δ ppm 1.36-1.49 (m, 3H) 2.26 (s, 3H) 2.52-2.62 (m, 4H) 2.74 (d, J=4.55 Hz, 3H) 2.89 (br. s., 4H) 3.41-3.50 (m, 2H) 4.74 (q, J=6.65 Hz, 1H) 6.81 (s, 2H) 6.92-7.37 (m, 2H) 7.56-7.66 (m, 2H) 8.23 (d, J=4.55 Hz, 1H) 10.81 (s, 1H). ESI-MS: m/z 475.4 (M+H)+. RXN SMILES: [F:1][CH:2]([F:18])[O:3][C:4]1[C:9]2[O:10][CH:11]([CH3:15])[C:12](=[O:14])[NH:13][C:8]=2[CH:7]=[C:6]([CH:16]=O)[CH:5]=1.[CH3:19][NH:20][C:21](=[O:35])[C:22]1[CH:27]=[CH:26][C:25]([N:28]2[CH2:33][CH2:32][NH:31][CH2:30][CH2:29]2)=[C:24]([CH3:34])[CH:23]=1>>[F:1][CH:2]([F:18])[O:3][C:4]1[C:9]2[O:10][CH:11]([CH3:15])[C:12](=[O:14])[NH:13][C:8]=2[CH:7]=[C:6]([CH2:16][N:31]2[CH2:30][CH2:29][N:28]([C:25]3[CH:26]=[CH:27][C:22]([C:21]([NH:20][CH3:19])=[O:35])=[CH:23][C:24]=3[CH3:34])[CH2:33][CH2:32]2)[CH:5]=1. The reactants are NC(CC(=O)OCC)C1(CCC1)C1=CC=C(C=C1)Cl (ethyl 3-amino-3-[1-(4-chlorophenyl)cyclobutyl]propanoate), [H-].[Al+3].[Li+].[H-].[H-].[H-] (lithium aluminium hydride), [OH-].[Na+] (sodium hydroxide), O (water), O (Water). Run in CCOCC (ether), CCOCC (ether). Conditions: time 16 hour. The product is NC(CCO)C1(CCC1)C1=CC=C(C=C1)Cl (3-amino-3-[1-(4-chlorophenyl)cyclobutyl]propan-1-ol). As a reaction SMILES: [NH2:1][CH:2]([C:9]1([C:13]2[CH:18]=[CH:17][C:16]([Cl:19])=[CH:15][CH:14]=2)[CH2:12][CH2:11][CH2:10]1)[CH2:3][C:4](OCC)=[O:5].[H-].[Al+3].[Li+].[H-].[H-].[H-].O.[OH-].[Na+]>CCOCC>[NH2:1][CH:2]([C:9]1([C:13]2[CH:18]=[CH:17][C:16]([Cl:19])=[CH:15][CH:14]=2)[CH2:10][CH2:11][CH2:12]1)[CH2:3][CH2:4][OH:5] |f:1.2.3.4.5.6,8.9|. Procedure details: A solution of ethyl 3-amino-3-[1-(4-chlorophenyl)cyclobutyl]propanoate (5 g prepared as described in Example 137) in ether (25 ml) was added dropwise to a stirred suspension of lithium aluminium hydride (3 g) in ether (50 ml). The mixture was heated under reflux for 3 hours, allowed to stand for 16 hours with no heating and then heated under reflux for a further 6 hours. Water (3 ml) was added dropwise with stirring to the cooled reaction mixture followed by 15% aqueous sodium hydroxide solution... Starting materials: COc1ccc(N=C=O)c(OC)c1, N#Cc1c(Cl)ccnc1-c1ccc(N)cc1. Yields the product COc1ccc(NC(=O)Nc2ccc(-c3nccc(Cl)c3C#N)cc2)c(OC)c1. Reaction SMILES: [CH3:17][O:18][c:19]1[c:20]([N:27]=[C:28]=[O:29])[cH:21][cH:22][c:23]([O:25][CH3:26])[cH:24]1.[NH2:1][c:2]1[cH:3][cH:4][c:5](-[c:8]2[c:9]([C:10]#[N:11])[c:12]([Cl:16])[cH:13][cH:14][n:15]2)[cH:6][cH:7]1>>[NH:1]([c:2]1[cH:3][cH:4][c:5](-[c:8]2[c:9]([C:10]#[N:11])[c:12]([Cl:16])[cH:13][cH:14][n:15]2)[cH:6][cH:7]1)[C:28]([NH:27][c:20]1[c:19]([O:18][CH3:17])[cH:24][c:23]([O:25][CH3:26])[cH:22][cH:21]1)=[O:29]. Reactants: COCc1nc(O)c([N+](=O)[O-])c(O)c1C(=O)OC, Cl. Yields the product COCc1cc(O)c([N+](=O)[O-])c(O)n1. RXN SMILES: [CH3:1][O:2][C:3]([c:4]1[c:5]([CH2:15][O:16][CH3:17])[n:6][c:7]([OH:14])[c:8]([N+:11](=[O:12])[O-:13])[c:9]1[OH:10])=[O:18].[ClH:19]>>[cH:4]1[c:5]([CH2:15][O:16][CH3:17])[n:6][c:7]([OH:14])[c:8]([N+:11](=[O:12])[O-:13])[c:9]1[OH:10]. Reaction SMILES: [CH2:1]([CH3:2])[O:3][C:4]([C:5]([CH3:6])([CH3:7])[O:8][c:9]1[c:10](-[c:19]2[s:20][cH:21][cH:22][cH:23]2)[cH:11][c:12]([CH:17]=[O:18])[c:13]([O:15][CH3:16])[cH:14]1)=[O:24].[CH3:25][OH:26].[Li+:27].[O:29]1[CH2:30][CH2:31][CH2:32][CH2:33]1.[OH-:28].[OH2:34]>>[O:3]=[C:4]([C:5]([CH3:6])([CH3:7])[O:8][c:9]1[c:10](-[c:19]2[s:20][cH:21][cH:22][cH:23]2)[cH:11][c:12]([CH:17]=[O:18])[c:13]([O:15][CH3:16])[cH:14]1)[OH:24]. Starting materials: CCOC(=O)C(C)(C)Oc1cc(OC)c(C=O)cc1-c1cccs1, CO, [Li+], C1CCOC1, [OH-], O. The product is COc1cc(OC(C)(C)C(=O)O)c(-c2cccs2)cc1C=O. Reaction SMILES: C([NH:9][C:10]([NH:22][CH2:23][CH2:24][CH2:25][C:26]1[N:27]=[CH:28][NH:29][CH:30]=1)=[N:11][CH2:12][CH2:13][CH2:14][O:15][C:16]1[CH:21]=[CH:20][CH:19]=[CH:18][CH:17]=1)(=O)C1C=CC=CC=1>Cl>[NH:29]1[CH:30]=[C:26]([CH2:25][CH2:24][CH2:23][NH:22][C:10]([NH:11][CH2:12][CH2:13][CH2:14][O:15][C:16]2[CH:17]=[CH:18][CH:19]=[CH:20][CH:21]=2)=[NH:9])[N:27]=[CH:28]1. Procedure: 0.42 g (1 mmol) of N-benzoyl-N'-[3-(imidazol-4-yl) propyl]-N"-(3-phenoxypropyl)-guanidine are heated under reflux in 30 ml of 20% hydrochloric acid for 5 hours. The reaction mixture is worked up by a method analogous to that of The solvent is Cl (hydrochloric acid). The reactants are C(C1=CC=CC=C1)(=O)NC(=NCCCOC1=CC=CC=C1)NCCCC=1N=CNC1 (N-benzoyl-N'-[3-(imidazol-4-yl) propyl]-N"-(3-phenoxypropyl)-guanidine). The product is N1C=NC(=C1)CCCNC(=N)NCCCOC1=CC=CC=C1 (N-[3-(Imidazol-4-yl)propyl]-N'-(3-phenoxypropyl)-guanidine). Reactants: [Si](O)(O)(O)O (silicic acid), [Si](O)(O)(O)O (silicic acid), C1(O)=CC(O)=CC=C1 (resorcinol), C([O-])([O-])=O.[Na+].[Na+] (sodium carbonate), C1(O)=CC(O)=CC=C1 (resorcinol). Yields the product [Si](O)(O)(O)O.C1(O)=CC(O)=CC=C1 (resorcinol silicate). RXN SMILES: [Si:1]([OH:5])([OH:4])([OH:3])[OH:2].[C:6]1([CH:13]=[CH:12][CH:11]=[C:9]([OH:10])[CH:8]=1)[OH:7].C(=O)([O-])[O-].[Na+].[Na+]>>[Si:1]([OH:5])([OH:4])([OH:3])[OH:2].[C:6]1([CH:13]=[CH:12][CH:11]=[C:9]([OH:10])[CH:8]=1)[OH:7] |f:2.3.4,5.6|. Procedure details: Moist silicic acid gel, equivalent to 20 parts by weight of dry silicic acid gel, 20 parts by weight of resorcinol and 2 parts by weight of sodium carbonate are mixed then heated to above the melting point and below the boiling point of resorcinol for 15 to 100 minutes while agitating at ambient pressure, thereby producing a resorcinol silicate, a brown granular compound.